This data is from the Open Reaction Database (ORD), a public repository of structured organic reaction records. The task is: describe an organic reaction: reactants, conditions, products, and yield Starting materials: ClCCOC1=NNC2=NC=NC(=C21)NC2=CC(=C(C=C2)OC=2C=NC(=CC2)C)Cl (3-(2-chloroethoxy)-N-{3-chloro-4-[(6-methylpyridin-3-yl)oxy]phenyl}-1H-pyrazolo[3,4-d]pyrimidin-4-amine), C1(CC1)N1CCNCC1 (N-cyclopropylpiperazine). The product is ClC=1C=C(C=CC1OC=1C=NC(=CC1)C)NC1=C2C(=NC=N1)NN=C2OCCN2CCN(CC2)C2CC2 (N-{3-chloro-4-[(6-methylpyridin-3-yl)oxy]phenyl}-3-[2-(4-cyclopropylpiperazin-1-yl)ethoxy]-1H-pyrazolo[3,4-d]pyrimidin-4-amine). The yield is 28.0%. Reaction SMILES: Cl[CH2:2][CH2:3][O:4][C:5]1[C:13]2[C:8](=[N:9][CH:10]=[N:11][C:12]=2[NH:14][C:15]2[CH:20]=[CH:19][C:18]([O:21][C:22]3[CH:23]=[N:24][C:25]([CH3:28])=[CH:26][CH:27]=3)=[C:17]([Cl:29])[CH:16]=2)[NH:7][N:6]=1.[CH:30]1([N:33]2[CH2:38][CH2:37][NH:36][CH2:35][CH2:34]2)[CH2:32][CH2:31]1>>[Cl:29][C:17]1[CH:16]=[C:15]([NH:14][C:12]2[N:11]=[CH:10][N:9]=[C:8]3[NH:7][N:6]=[C:5]([O:4][CH2:3][CH2:2][N:36]4[CH2:37][CH2:38][N:33]([CH:30]5[CH2:32][CH2:31]5)[CH2:34][CH2:35]4)[C:13]=23)[CH:20]=[CH:19][C:18]=1[O:21][C:22]1[CH:23]=[N:24][C:25]([CH3:28])=[CH:26][CH:27]=1. Procedure: The procedure described in Example 23 was repeated using 3-(2-chloroethoxy)-N-{3-chloro-4-[(6-methylpyridin-3-yl)oxy]phenyl}-1H-pyrazolo[3,4-d]pyrimidin-4-amine (prepared as described in Example 16) and N-cyclopropylpiperazine to give the title compound in 28% yield; NMR Spectrum: 0.23-0.25 (m, 2H), 0.35-0.38 (m, 2H), 1.51-1.55 (m, 1H), 2.45 (s, 3H), 2.50 (hidden by DMSO, 8H), 2.78 (t, 2H), 4.44 (t, 2H), 7.20 (d, 1H), 7.25 (br s, 2H), 7.73 (d, 1H), 8.11 (s, 1H), 8.21 (s, 1H), 8.36 (s, 1H), 8.62 ... Reactants: BrC=1C(=CC2=C(C=3N(C4CC2C4)C(=C(N3)C(=O)OC)C(O)C=3C(=NC=C(C3)F)OC)C1)F (Methyl 10-bromo-9-fluoro-3-((5-fluoro-2-methoxypyridin-3-yl)(hydroxy)methyl)-6,7-dihydro-5H-5,7-methanobenzo[c]imidazo[1,2-a]azepine-2-carboxylate), C[O-].[Na+] (sodium methoxide), C(=O)N (formamide). The product is BrC=1C(=CC2=C(C=3N(C4CC2C4)C(=C(N3)C(=O)N)C(O)C=3C(=NC=C(C3)F)OC)C1)F (10-bromo-9-fluoro-3-((5-fluoro-2-methoxypyridin-3-yl)(hydroxy)methyl)-6,7-dihydro-5H-5,7-methanobenzo[c]imidazo[1,2-a]azepine-2-carboxamide). Reaction SMILES: [Br:1][C:2]1[C:3]([F:32])=[CH:4][C:5]2[CH:11]3[CH2:12][CH:9]([CH2:10]3)[N:8]3[C:13]([CH:20]([C:22]4[C:23]([O:29][CH3:30])=[N:24][CH:25]=[C:26]([F:28])[CH:27]=4)[OH:21])=[C:14]([C:16]([O:18]C)=O)[N:15]=[C:7]3[C:6]=2[CH:31]=1.C[O-].[Na+].C([NH2:38])=O>>[Br:1][C:2]1[C:3]([F:32])=[CH:4][C:5]2[CH:11]3[CH2:12][CH:9]([CH2:10]3)[N:8]3[C:13]([CH:20]([C:22]4[C:23]([O:29][CH3:30])=[N:24][CH:25]=[C:26]([F:28])[CH:27]=4)[OH:21])=[C:14]([C:16]([NH2:38])=[O:18])[N:15]=[C:7]3[C:6]=2[CH:31]=1 |f:1.2|. Reported procedure: 10-bromo-9-fluoro-3-((5-fluoro-2-methoxypyridin-3-yl)(hydroxy)methyl)-6,7-dihydro-5H-5,7-methanobenzo[c]imidazo[1,2-a]azepine-2-carboxamide was prepared similarly to as described in General Procedure L. Methyl 10-bromo-9-fluoro-3-((5-fluoro-2-methoxypyridin-3-yl)(hydroxy)methyl)-6,7-dihydro-5H-5,7-methanobenzo[c]imidazo[1,2-a]azepine-2-carboxylate was reacted with sodium methoxide and formamide to afford the crude title compound which was carried forward without further purification.